This data is from the Open Reaction Database (ORD), a public repository of structured organic reaction records. The task is: describe an organic reaction: reactants, conditions, products, and yield Starting materials: Cl.C(C(C)C)(=N)N (isobutyramidine hydrochloride), C[O-].[Na+] (sodium methylate), C(C)OC(C(C(=O)C)SC)=O (2-methylmercaptoacetoacetic acid ethyl ester). Run in CO (methanol). Conditions: time 4 hour. The product is C(C)(C)C1=NC(=C(C(=N1)O)SC)C (2-isopropyl-4-hydroxy-5-methylmercapto-6-methylpyrimidine). Isolated yield 43.7%. Reaction SMILES: Cl.[C:2]([NH2:7])(=[NH:6])[CH:3]([CH3:5])[CH3:4].C[O-].[Na+].C([O:13][C:14](=O)[CH:15]([S:19][CH3:20])[C:16]([CH3:18])=O)C>CO>[CH:3]([C:2]1[N:7]=[C:14]([OH:13])[C:15]([S:19][CH3:20])=[C:16]([CH3:18])[N:6]=1)([CH3:5])[CH3:4] |f:0.1,2.3|. Procedure details: A mixture of 19 g (0.15 mole) of isobutyramidine hydrochloride, 35 ml of methanol, 8.1 g (0.15 mole) of sodium methylate and 27 g (0.15 mole) of 2-methylmercaptoacetoacetic acid ethyl ester was stirred for 4 hours at 60°-70°C. The solvent was then distilled off under reduced pressure, the residue was dissolved in warm water and the solution was neutralized with acetic acid. The product which had crystallized out was filtered off. 13 g (44% of theory) of 2-isopropyl-4-hydroxy-5-methylmercapto-6-m...